This data is from the Open Reaction Database (ORD), a public repository of structured organic reaction records. The task is: describe an organic reaction: reactants, conditions, products, and yield Reactants: CC1(OCCO1)C1=CC=C(O1)CN1N=C(C=C1)N (1-[5-(2-methyl-[1,3]dioxolan-2-yl)-furan-2-ylmethyl]-1H-pyrazol-3-ylamine), FC(C=1C=C(C=CC1)C1=C(N=CS1)C(=O)O)(F)F (5-(3-trifluoromethyl-phenyl)-thiazole-4-carboxylic acid). Yields the product C(C)(=O)C1=CC=C(O1)CN1N=C(C=C1)NC(=O)C=1N=CSC1C1=CC(=CC=C1)C(F)(F)F (5-(3-Trifluoromethyl-phenyl)-thiazole-4-carboxylic acid [1-(5-acetyl-furan-2-ylmethyl)-1H-pyrazol-3-yl]-amide). RXN SMILES: [CH3:1][C:2]1([C:7]2[O:11][C:10]([CH2:12][N:13]3[CH:17]=[CH:16][C:15]([NH2:18])=[N:14]3)=[CH:9][CH:8]=2)[O:6]CCO1.[F:19][C:20]([F:36])([F:35])[C:21]1[CH:22]=[C:23]([C:27]2[S:31][CH:30]=[N:29][C:28]=2[C:32](O)=[O:33])[CH:24]=[CH:25][CH:26]=1>>[C:2]([C:7]1[O:11][C:10]([CH2:12][N:13]2[CH:17]=[CH:16][C:15]([NH:18][C:32]([C:28]3[N:29]=[CH:30][S:31][C:27]=3[C:23]3[CH:24]=[CH:25][CH:26]=[C:21]([C:20]([F:36])([F:19])[F:35])[CH:22]=3)=[O:33])=[N:14]2)=[CH:9][CH:8]=1)(=[O:6])[CH3:1]. Procedure details: Following general procedure B followed by either C or D, starting from 1-[5-(2-methyl-[1,3]dioxolan-2-yl)-furan-2-ylmethyl]-1H-pyrazol-3-ylamine and 5-(3-trifluoromethyl-phenyl)-thiazole-4-carboxylic acid. Starting materials: O (water), palladium dichlorobis(triphenylphosphine), CN1N=CC(=C1)B1OC(C(O1)(C)C)(C)C (1-methyl-4-(4,4,5,5-tetramethyl-1,3,2-dioxaborolan-2-yl)-1H-pyrazole), aqueous solution, [OH-].[Na+] (sodium hydroxide), ClC1=NN=C2N1N=C(C=C2)Cl (3,6-dichloro-1,2,4-triazolo[4,3-b]pyridazine). Solvent: COCCOC (1,2-dimethoxyethane). Reaction conditions: temperature 65 celsius, time 30 minute. Product: ClC1=NN=C2N1N=C(C=C2)C=2C=NN(C2)C (3-chloro-6-(1-methyl-1H-pyrazol-4-yl)-1,2,4-triazolo-[4,3-b]pyridazine). Yield: 32.2%. RXN SMILES: [CH3:1][N:2]1[CH:6]=[C:5](B2OC(C)(C)C(C)(C)O2)[CH:4]=[N:3]1.[OH-].[Na+].[Cl:18][C:19]1[N:23]2[N:24]=[C:25](Cl)[CH:26]=[CH:27][C:22]2=[N:21][N:20]=1.O>COCCOC>[Cl:18][C:19]1[N:23]2[N:24]=[C:25]([C:5]3[CH:4]=[N:3][N:2]([CH3:1])[CH:6]=3)[CH:26]=[CH:27][C:22]2=[N:21][N:20]=1 |f:1.2|. Reported procedure: 0.61 g of 1-methyl-4-(4,4,5,5-tetramethyl-1,3,2-dioxaborolan-2-yl)-1H-pyrazole and 5.3 cm3 of a 1N aqueous solution of sodium hydroxide are added to a mixture of 0.5 g of commercial 3,6-dichloro-1,2,4-triazolo[4,3-b]pyridazine in 15 cm3 of 1,2-dimethoxyethane. The reaction mixture is stirred at a temperature in the region of 20° C. for 30 minutes before the addition of 92 mg of palladium dichlorobis(triphenylphosphine). The reaction mixture is then stirred at 65° C. for 30 minutes, and then brou... The reactants are ClC(=O)OCC=C (allyl chloroformate), C(C)(C)(C)OC(=O)C(CCCCN)N (mono-tert-butyloxycarbonyl-1,5-diaminopentane). Solvent: ClCCl (dichloromethane), ClCCl (dichloromethane), C(C)(C)N(CC)C(C)C (diisopropylethylamine). Run at temperature 0 celsius. The product is C(C=C)OC(=O)C(CCCCN)N (mono-allyloxycarbonyl-1,5-diaminopentane). Reaction SMILES: [C:1]([O:5][C:6]([CH:8]([NH2:14])[CH2:9][CH2:10][CH2:11][CH2:12][NH2:13])=[O:7])([CH3:4])(C)C.Cl[C:16](OCC=C)=O>ClCCl.C(N(C(C)C)CC)(C)C>[CH2:1]([O:5][C:6]([CH:8]([NH2:14])[CH2:9][CH2:10][CH2:11][CH2:12][NH2:13])=[O:7])[CH:4]=[CH2:16]. Reported procedure: Mono-t-butyloxycarbonyl (BOC) 1,5-pentanediamine was synthesized by using 1,5-diaminopentane (12.5 g, 122 mmol) in place of 1,3-diaminopropane in the synthesis of mono-allyloxycarbonyl-1,3-diaminopropane described in Example 1 above, yielding 10 g (49 mmol) of mono-tert-butyloxycarbonyl-1,5-diaminopentane (1). The mono-tert-butyloxycarbonyl-1,5-diaminopentane (1) (5.8 g, 28.7 mmol) was dissolved in 75 mL of dichloromethane with 7.5 mL of diisopropylethylamine and cooled to 0° C. A solution of al... Starting materials: NCCC1=CC=C(NC2CCN(CC2)C(=O)C2=CC=C(C=C2)NC(=O)NCCCCCC)C=C1 (N-[4-({4-[4-(2-Aminoethyl)anilino]-1-piperidinyl}carbonyl)phenyl]-N′-hexylurea), C(C)(C)(C)[Si](C1=CC=CC=C1)(C1=CC=CC=C1)OC1=CC=C(C=C1)OCC1OC1 (tert-butyl-(4-oxiranylmethoxy-phenoxy)-diphenyl-silane). Product: C(CCCCC)NC(=O)NC1=CC=C(C=C1)C(=O)N1CCC(CC1)NC1=CC=C(C=C1)CCNC[C@@H](COC1=CC=C(C=C1)O)O (1-Hexyl-3-{4-[4-(4-{2-[(2S)-2-hydroxy-3-(4-hydroxy-phenoxy)-propylamino]-ethyl}-phenylamino)-piperidine-1-carbonyl]-phenyl}-urea). The yield is 34.2%. As a reaction SMILES: [NH2:1][CH2:2][CH2:3][C:4]1[CH:34]=[CH:33][C:7]([NH:8][CH:9]2[CH2:14][CH2:13][N:12]([C:15]([C:17]3[CH:22]=[CH:21][C:20]([NH:23][C:24]([NH:26][CH2:27][CH2:28][CH2:29][CH2:30][CH2:31][CH3:32])=[O:25])=[CH:19][CH:18]=3)=[O:16])[CH2:11][CH2:10]2)=[CH:6][CH:5]=1.C([Si]([O:52][C:53]1[CH:58]=[CH:57][C:56]([O:59][CH2:60][CH:61]2[CH2:63][O:62]2)=[CH:55][CH:54]=1)(C1C=CC=CC=1)C1C=CC=CC=1)(C)(C)C>>[CH2:27]([NH:26][C:24]([NH:23][C:20]1[CH:21]=[CH:22][C:17]([C:15]([N:12]2[CH2:13][CH2:14][CH:9]([NH:8][C:7]3[CH:33]=[CH:34][C:4]([CH2:3][CH2:2][NH:1][CH2:63][C@H:61]([OH:62])[CH2:60][O:59][C:56]4[CH:57]=[CH:58][C:53]([OH:52])=[CH:54][CH:55]=4)=[CH:5][CH:6]=3)[CH2:10][CH2:11]2)=[O:16])=[CH:18][CH:19]=1)=[O:25])[CH2:28][CH2:29][CH2:30][CH2:31][CH3:32]. Reported procedure: N-[4-({4-[4-(2-Aminoethyl)anilino]-1-piperidinyl}carbonyl)phenyl]-N′-hexylurea (0.394 g, 0.846 mmol) was reacted with tert-butyl-(4-oxiranylmethoxy-phenoxy)-diphenyl-silane (0.308 g, 0.761 mmol) according to Procedure G to give the title compound (0.232 g, 0.26 mmol). Starting materials: O=CCCc1cnc(Cl)c(C(=O)NCC23CC4CC(CC(C4)C2)C3)c1, [BH3-]C#N, CO, CC(=O)O, CC(N)CO, [Na+]. The product is CC(CO)NCCCc1cnc(Cl)c(C(=O)NCC23CC4CC(CC(C4)C2)C3)c1. As a reaction SMILES: [C:1]12([CH2:11][NH:12][C:13]([c:14]3[c:15]([Cl:24])[n:16][cH:17][c:18]([CH2:20][CH2:21][CH:22]=[O:23])[cH:19]3)=[O:25])[CH2:2][CH:3]3[CH2:4][CH:5]([CH2:6][CH:7]([CH2:8]1)[CH2:9]3)[CH2:10]2.[C:31]([BH3-:32])#[N:33].[CH3:35][OH:36].[CH3:37][C:38](=[O:39])[OH:40].[NH2:26][CH:27]([CH2:28][OH:29])[CH3:30].[Na+:34]>>[C:1]12([CH2:11][NH:12][C:13]([c:14]3[c:15]([Cl:24])[n:16][cH:17][c:18]([CH2:20][CH2:21][CH2:22][NH:26][CH:27]([CH2:28][OH:29])[CH3:30])[cH:19]3)=[O:25])[CH2:2][CH:3]3[CH2:4][CH:5]([CH2:6][CH:7]([CH2:8]1)[CH2:9]3)[CH2:10]2. RXN SMILES: [N:1]1[CH:6]=[CH:5][CH:4]=[CH:3][C:2]=1[CH3:7].C([Li])CCC.[Cl:13][C:14]1[CH:15]=[C:16]([CH:19]=[CH:20][CH:21]=1)[CH:17]=[O:18].[Cl-].[NH4+]>O1CCCC1.CCCCCC>[Cl:13][C:14]1[CH:15]=[C:16]([CH:17]([OH:18])[CH2:7][C:2]2[CH:3]=[CH:4][CH:5]=[CH:6][N:1]=2)[CH:19]=[CH:20][CH:21]=1 |f:3.4|. Procedure details: 50 ml of a solution of 5.58 g of 2-picoline in tetrahydrofuran was cooled to -65° C., followed by the dropwise addition thereto of 26.4 ml of a 2.5M solution of n-butyllithium in hexane. The obtained mixture was stirred at a bulk temperature of -50° to -30° C. for 30 minutes, followed by the dropwise addition thereto of 50 ml of a tetrahydrofuran solution of 8.85 g of 3-chlorobenzaldehyde at -50° C. The temperature of the obtained mixture was raised to 0° C. The resulting mixture was cooled, tre... The reactants are solution, N1=C(C=CC=C1)C (2-picoline), C(CCC)[Li] (n-butyllithium), ClC=1C=C(C=O)C=CC1 (3-chlorobenzaldehyde), solution, [Cl-].[NH4+] (ammonium chloride). Yields the product ClC=1C=C(C=CC1)C(CC1=NC=CC=C1)O (1-(3-Chlorophenyl)-2-(pyridin-2-yl)ethyl alcohol). The solvent is O1CCCC1 (tetrahydrofuran), CCCCCC (hexane), O1CCCC1 (tetrahydrofuran). Conditions: temperature 0 celsius, time 30 minute.